From a dataset of the Open Reaction Database (ORD), a public repository of structured organic reaction records. describe an organic reaction: reactants, conditions, products, and yield The reactants are O=C(O)CCC(=O)c1ccc(-c2ccccc2)c(F)c1, c1ccccc1. Yields the product O=C(O)CCC(O)c1ccc(-c2ccccc2)c(F)c1. As a reaction SMILES: [F:1][c:2]1[c:3](-[c:15]2[cH:16][cH:17][cH:18][cH:19][cH:20]2)[cH:4][cH:5][c:6]([C:8]([CH2:9][CH2:10][C:11](=[O:12])[OH:13])=[O:14])[cH:7]1.[cH:21]1[cH:22][cH:23][cH:24][cH:25][cH:26]1>>[F:1][c:2]1[c:3](-[c:15]2[cH:16][cH:17][cH:18][cH:19][cH:20]2)[cH:4][cH:5][c:6]([CH:8]([CH2:9][CH2:10][C:11](=[O:12])[OH:13])[OH:14])[cH:7]1.